From a dataset of the Open Reaction Database (ORD), a public repository of structured organic reaction records. describe an organic reaction: reactants, conditions, products, and yield Reactants: BrCC(=O)NC1=CC=C(OCC(=O)N[C@@H](CC(N)=O)C(=O)N[C@H]([C@@H](C(=O)N2[C@H](C(=O)NC(C)(C)C)CCC2)O)CC2=CC=CC=C2)C=C1 (1-{(2S,3S)-3-[N2 -(4-bromoacetamidophenoxy)acetyl-L-asparaginyl]amino-2-hydroxy-4-phenylbutyryl}-N-t-butyl-L-prolinamide), C(C1=CC=CC=C1)N1CCNCC1 (1-benzylpiperazine). Product: C(C1=CC=CC=C1)N1CCN(CC1)C1=CC(=C(OCC(=O)N[C@@H](CC(N)=O)C(=O)N[C@H]([C@@H](C(=O)N2[C@H](C(=O)NC(C)(C)C)CCC2)O)CC2=CC=CC=C2)C=C1)NC(C)=O (1-[(2S,3S)-3-{N2 -[4-(4-Benzylpiperazin-1-yl)-acetamidophenoxy]acetyl-L-asparaginyl}amino-2-hydroxy-4-phenylbutyryl]-N-t-butyl-L-prolinamide). As a reaction SMILES: BrCC(N[C:6]1[CH:48]=[CH:47][C:9]([O:10][CH2:11][C:12]([NH:14][C@H:15]([C:20]([NH:22][C@@H:23]([CH2:40][C:41]2[CH:46]=[CH:45][CH:44]=[CH:43][CH:42]=2)[C@H:24]([OH:39])[C:25]([N:27]2[CH2:38][CH2:37][CH2:36][C@H:28]2[C:29]([NH:31][C:32]([CH3:35])([CH3:34])[CH3:33])=[O:30])=[O:26])=[O:21])[CH2:16][C:17](=[O:19])[NH2:18])=[O:13])=[CH:8][CH:7]=1)=O.[CH2:49]([N:56]1[CH2:61][CH2:60][NH:59][CH2:58][CH2:57]1)[C:50]1[CH:55]=[CH:54][CH:53]=[CH:52][CH:51]=1>>[CH2:49]([N:56]1[CH2:61][CH2:60][N:59]([C:6]2[CH:48]=[CH:47][C:9]([O:10][CH2:11][C:12]([NH:14][C@H:15]([C:20]([NH:22][C@@H:23]([CH2:40][C:41]3[CH:46]=[CH:45][CH:44]=[CH:43][CH:42]=3)[C@H:24]([OH:39])[C:25]([N:27]3[CH2:38][CH2:37][CH2:36][C@H:28]3[C:29]([NH:31][C:32]([CH3:34])([CH3:33])[CH3:35])=[O:30])=[O:26])=[O:21])[CH2:16][C:17](=[O:19])[NH2:18])=[O:13])=[C:8]([NH:14][C:12](=[O:13])[CH3:11])[CH:7]=2)[CH2:58][CH2:57]1)[C:50]1[CH:51]=[CH:52][CH:53]=[CH:54][CH:55]=1. Procedure details: Following a procedure similar to that described in Example 38, but using 100 mg (0.137 mmol) of 1-{(2S,3S)-3-[N2 -(4-bromoacetamidophenoxy)acetyl-L-asparaginyl]amino-2-hydroxy-4-phenylbutyryl}-N-t-butyl-L-prolinamide and 1 ml of 1-benzylpiperazine, 60 mg of the title compound were obtained as a colorless powder, melting at 119°-127° C. The reactants are [H-].[Na+] (Sodium hydride), BrC1=C(C=CC(=C1)OCC1CC1)CC(O)C1=NC=C(C=C1)O[Si](C(C)C)(C(C)C)C(C)C (2-[2-bromo-4-(cyclopropylmethoxy)phenyl]-1-(5-{[tris(1-methylethyl)silyl]oxy}pyridin-2-yl)ethanol), O (Water). Reagents/catalysts: [Cu]Cl (copper(I) chloride). Run in C1(=CC=CC=C1)C (toluene). Conditions: temperature 120 celsius, time 3 hour. Product: C1(CC1)COC1=CC2=C(CC(O2)C2=CC=C(C=N2)O)C=C1 (6-[6-(cyclopropylmethoxy)-2,3-dihydro-1-benzofuran-2-yl]pyridin-3-ol). Isolated yield 55.1%. As a reaction SMILES: [H-].[Na+].Br[C:4]1[CH:9]=[C:8]([O:10][CH2:11][CH:12]2[CH2:14][CH2:13]2)[CH:7]=[CH:6][C:5]=1[CH2:15][CH:16]([C:18]1[CH:23]=[CH:22][C:21]([O:24][Si](C(C)C)(C(C)C)C(C)C)=[CH:20][N:19]=1)[OH:17].O>C1(C)C=CC=CC=1.[Cu]Cl>[CH:12]1([CH2:11][O:10][C:8]2[CH:7]=[CH:6][C:5]3[CH2:15][CH:16]([C:18]4[N:19]=[CH:20][C:21]([OH:24])=[CH:22][CH:23]=4)[O:17][C:4]=3[CH:9]=2)[CH2:14][CH2:13]1 |f:0.1|. Reported procedure: Sodium hydride (27.7 mg) was added to a suspension of 2-[2-bromo-4-(cyclopropylmethoxy)phenyl]-1-(5-{[tris(1-methylethyl)silyl]oxy}pyridin-2-yl)ethanol (600 mg) and copper(I) chloride (5.71 mg) in toluene (10 mL) at room temperature. The reaction mixture was stirred at 120° C. for 3 hr, and allowed to cool to room temperature. Water was added to the mixture, and the mixture was extracted with ethyl acetate. The combined organic layer was washed with saturated brine, and dried over anhydrous magn... Starting materials: Fc1cc(Br)ccc1Cl, [Li]CCCC, C1CCOC1. Yields the product OC1(c2ccc(Cl)c(F)c2)CCC1. Reaction SMILES: [Br:1][c:2]1[cH:3][c:4]([F:9])[c:5]([Cl:8])[cH:6][cH:7]1.[CH2:10]([Li:11])[CH2:12][CH2:13][CH3:14].[O:15]1[CH2:16][CH2:17][CH2:18][CH2:19]1>>[c:2]1([C:19]2([OH:15])[CH2:16][CH2:17][CH2:18]2)[cH:3][c:4]([F:9])[c:5]([Cl:8])[cH:6][cH:7]1. Reactants: CC1(OCC(CO1)COC1=C(C(=NC=C1)CSC1=NC2=C(N1)C=CC=C2)C)C (2-(((4-((2,2-dimethyl-1,3-dioxan-5-yl)methoxy)-3-methylpyridin-2-yl)methyl)thio)-1H-benzimidazole), ClC1=CC(=CC=C1)C(=O)OO (3-chloroperbenzoic acid), C(O)([O-])=O.[Na+] (sodium hydrogen carbonate). The solvent is CO (methanol), C1(=CC=CC=C1)C (toluene), CO (methanol), C1(=CC=CC=C1)C (toluene). Reaction conditions: time 20 minute. Yields the product CC1(OCC(CO1)COC1=C(C(=NC=C1)CS(=O)C1=NC2=C(N1)C=CC=C2)C)C (2-(((4-((2,2-dimethyl-1,3-dioxan-5-yl)methoxy)-3-methylpyridin-2-yl)methyl)sulfinyl)-1H-benzimidazole). Isolated yield 86.2%. Reaction SMILES: [CH3:1][C:2]1([CH3:28])[O:7][CH2:6][CH:5]([CH2:8][O:9][C:10]2[CH:15]=[CH:14][N:13]=[C:12]([CH2:16][S:17][C:18]3[NH:22][C:21]4[CH:23]=[CH:24][CH:25]=[CH:26][C:20]=4[N:19]=3)[C:11]=2[CH3:27])[CH2:4][O:3]1.ClC1C=CC=C(C(OO)=[O:37])C=1.C(=O)([O-])O.[Na+]>CO.C1(C)C=CC=CC=1>[CH3:1][C:2]1([CH3:28])[O:3][CH2:4][CH:5]([CH2:8][O:9][C:10]2[CH:15]=[CH:14][N:13]=[C:12]([CH2:16][S:17]([C:18]3[NH:19][C:20]4[CH:26]=[CH:25][CH:24]=[CH:23][C:21]=4[N:22]=3)=[O:37])[C:11]=2[CH3:27])[CH2:6][O:7]1 |f:2.3|. Procedure details: To a toluene (45 ml)-methanol (5 ml) solution of the 2-(((4-((2,2-dimethyl-1,3-dioxan-5-yl)methoxy)-3-methylpyridin-2-yl)methyl)thio)-1H-benzimidazole (766 mg, 1.92 mmol) obtained in the step (12c), a toluene (0.5 ml)-methanol (0.5 ml) solution of 3-chloroperbenzoic acid (459 mg, 1.73 mmol as the content was regarded as 65%) was added dropwise at −65° C. for 5 minutes in a nitrogen atmosphere. The mixture was stirred in the same conditions for one hour and 20 minutes. To the reaction mixture, a ...